describe an organic reaction: reactants, conditions, products, and yield From a dataset of the Open Reaction Database (ORD), a public repository of structured organic reaction records. Starting materials: FC1=CC=C(C(=O)Cl)C=C1 (4-fluorobenzoyl chloride), [S-]C#N.[K+] (potassium thiocyanate). Run in C1(=CC=CC=C1)C (toluene). The product is FC1=CC=C(C(=O)N=C=S)C=C1 (4-fluorobenzoyl isothiocyanate). Isolated yield 96.3%. Reaction SMILES: [F:1][C:2]1[CH:10]=[CH:9][C:5]([C:6](Cl)=[O:7])=[CH:4][CH:3]=1.[S-:11][C:12]#[N:13].[K+]>C1(C)C=CC=CC=1>[F:1][C:2]1[CH:10]=[CH:9][C:5]([C:6]([N:13]=[C:12]=[S:11])=[O:7])=[CH:4][CH:3]=1 |f:1.2|. Procedure details: A mixture o 4-fluorobenzoyl chloride (50 g), potassium thiocyanate (36.7 g) and anhydrous toluene (100 ml) is refluxed for six hours. After cooling, the reaction mixture is filtered, and the filtrate is concentrated under reduced pressure. The residue is purified by distillation under reduced pressure to give 4-fluorobenzoyl isothiocyanate (55 g), b.p. 92° C/3 mmHg.